Dataset: the Open Reaction Database (ORD), a public repository of structured organic reaction records. Task: describe an organic reaction: reactants, conditions, products, and yield Reactants: N (ammonia), C(C)OC(=O)[C@H]1C[C@@H](C(CC1)=O)F ((1R,3S)-3-Fluoro-4-oxo-cyclohexanecarboxylic acid ethyl ester), C[C@H](C1=CC=CC=C1)N ((R)-α-methyl benzylamine), C(C)(=O)O[BH-](OC(C)=O)OC(C)=O.[Na+] (sodium triacetoxyborohydride). The solvent is ClCCl (dichloromethane), CO (methanol), ClC(C)Cl (dichloroethane), C(C)(=O)O (acetic acid). Reaction conditions: time 4.5 hour. Product: C(C)OC(=O)[C@H]1C[C@@H]([C@@H](CC1)N[C@H](C)C1=CC=CC=C1)F ((1R,3S,4R)-3-Fluoro-4-((R)-1-phenyl-ethylamino)-cyclohexanecarboxylic acid ethyl ester). Reaction SMILES: [CH2:1]([O:3][C:4]([C@@H:6]1[CH2:11][CH2:10][C:9](=O)[C@@H:8]([F:13])[CH2:7]1)=[O:5])[CH3:2].[CH3:14][C@@H:15]([NH2:22])[C:16]1[CH:21]=[CH:20][CH:19]=[CH:18][CH:17]=1.C(O[BH-](OC(=O)C)OC(=O)C)(=O)C.[Na+].N>ClC(Cl)C.C(O)(=O)C.CO.ClCCl>[CH2:1]([O:3][C:4]([C@@H:6]1[CH2:11][CH2:10][C@@H:9]([NH:22][C@@H:15]([C:16]2[CH:21]=[CH:20][CH:19]=[CH:18][CH:17]=2)[CH3:14])[C@@H:8]([F:13])[CH2:7]1)=[O:5])[CH3:2] |f:2.3|. Reported procedure: Ketone (b) (1.02 g, 5.4 mmol) in dichloroethane (24 mL) and acetic acid (1 mL) was treated with (R)-α-methyl benzylamine (0.88 mL) and sodium triacetoxyborohydride (2.2 g). After 4.5 hours, the reaction mixture was loaded onto a silica gel column packed in 0.5% (2M ammonia in methanol) in dichloromethane and eluted with 0.5-10% (2M ammonia in methanol) in dichloromethane to give an oil (1.2 g). The reactants are CCOC(=O)c1cnc(-c2ccccc2)nc1Nc1ccccc1NC, CC(=O)O, CCO, [Na], O. Yields the product CN1C(=O)c2cnc(-c3ccccc3)nc2Nc2ccccc21. RXN SMILES: [CH2:1]([O:3][C:4](=[O:2])[c:6]1[c:7]([NH:18][c:19]2[c:20]([NH:25][CH3:26])[cH:21][cH:22][cH:23][cH:24]2)[n:8][c:9](-[c:12]2[cH:13][cH:14][cH:15][cH:16][cH:17]2)[n:10][cH:11]1)[CH3:5].[CH3:28][C:29](=[O:30])[OH:31].[CH3:33][CH2:34][OH:35].[Na:27].[OH2:32]>>[O:3]=[C:4]1[c:6]2[c:7]([n:8][c:9](-[c:12]3[cH:13][cH:14][cH:15][cH:16][cH:17]3)[n:10][cH:11]2)[NH:18][c:19]2[c:20]([cH:21][cH:22][cH:23][cH:24]2)[N:25]1[CH3:26]. Starting materials: 2-chloroethyl phosphonates, C1CO1 (Ethylene oxide), P(OCCCl)(OCCCl)OCCCl (tris(2-chloroethyl) phosphite), phosphonates, P(Cl)(Cl)Cl (phosphorus trichloride), ClCCO (2-chloroethanol), C(C=C)(=O)O (acrylic acid), COC1=CC=C(O)C=C1 (hydroquinone monomethyl ether). Conditions: time 3.25 hour. Yields the product ClCCP(OCCCl)(OCCCl)=O (bis(2-chloroethyl) 2-chloroethylphosphonate). RXN SMILES: C1OC1.P(Cl)(Cl)Cl.[Cl:8][CH2:9][CH2:10]O.[P:12]([O:21][CH2:22][CH2:23][Cl:24])([O:17][CH2:18][CH2:19][Cl:20])[O:13]CCCl.C(O)(=O)C=C.COC1C=CC(O)=CC=1>>[Cl:8][CH2:9][CH2:10][P:12](=[O:13])([O:17][CH2:18][CH2:19][Cl:20])[O:21][CH2:22][CH2:23][Cl:24]. Procedure details: Ethylene oxide, 816 g. (18.5 m) is added subsurface to a stirred solution of 824 g. (6.0 m) of phosphorus trichloride and 8.2 g. of 2-chloroethanol in 2.75 hr with cooling at 15°-20° C. The resulting reaction mixture consists of about 90% tris(2-chloroethyl) phosphite, the remainder being a mixture of phosphonates, is warmed to 80°, and 389 g. (5.4 m.) of acrylic acid containing 100 ppm of hydroquinone monomethyl ether is added in 1.2 hr with cooling at 80°-85°. The reaction mixture is warmed to...